From a dataset of the Open Reaction Database (ORD), a public repository of structured organic reaction records. describe an organic reaction: reactants, conditions, products, and yield The reactants are C1(=CC=C(C=C1)S(=O)(=O)O)C (p-toluenesulfonic acid), ClC(CC(=C)C1=CC(=CC(=C1)Cl)Cl)(Cl)Cl (α-(2,2,2-trichloroethyl)-3,5-dichlorostyrene), O (water), C(C)(=O)O (acetic acid), C(C)(=O)OO (peracetic acid), O (water). Reagents/catalysts: S(O)(O)(=O)=O (sulfuric acid). The solvent is CO (methanol), C(Cl)Cl (methylene chloride), C(Cl)Cl (methylene chloride). Reaction conditions: temperature 60 celsius, time 72 hour. Yields the product ClC(CC(CO)(O)C1=CC(=CC(=C1)Cl)Cl)(Cl)Cl (4,4,4-trichloro-2-(3,5-dichlorophenyl)-2-hydroxybutanol). RXN SMILES: [Cl:1][C:2]([Cl:15])([Cl:14])[CH2:3][C:4]([C:6]1[CH:11]=[C:10]([Cl:12])[CH:9]=[C:8]([Cl:13])[CH:7]=1)=[CH2:5].C(O)(=[O:18])C.C(OO)(=O)C.C1(C)C=CC(S(O)(=O)=O)=CC=1.[OH2:36]>S(=O)(=O)(O)O.C(Cl)Cl.CO>[Cl:15][C:2]([Cl:14])([Cl:1])[CH2:3][C:4]([C:6]1[CH:7]=[C:8]([Cl:13])[CH:9]=[C:10]([Cl:12])[CH:11]=1)([OH:18])[CH2:5][OH:36]. Procedure details: α-(2,2,2-trichloroethyl)-3,5-dichlorostyrene (10.0 grams, 0.033 mole) was mixed with 75 ml. of glacial acetic acid and 10 drops of concentrated sulfuric acid and 16.5 ml. of 40% peracetic acid were added thereto. The resulting reaction mixture was heated at about 60° C., with stirring, for a period of about 72 hours. The reaction mixture was subsequently diluted with 200 ml. of water and 200 ml. of methylene chloride. The organic layer of the resulting mixture was separated and washed successive... Starting materials: O=Cc1ccc(Br)cc1F, O=Cc1csc(Br)c1, Brc1ncccn1, Clc1cnccn1. The product is O=Cc1csc(-c2cnccn2)c1. RXN SMILES: [Br:16][c:17]1[cH:18][cH:19][c:20]([CH:21]=[O:22])[c:23]([F:24])[cH:25]1.[Br:1][c:2]1[cH:3][c:4]([CH:7]=[O:8])[cH:5][s:6]1.[Br:26][c:27]1[n:28][cH:29][cH:30][cH:31][n:32]1.[Cl:9][c:10]1[n:11][cH:12][cH:13][n:14][cH:15]1>>[c:2]1(-[c:10]2[n:11][cH:12][cH:13][n:14][cH:15]2)[cH:3][c:4]([CH:7]=[O:8])[cH:5][s:6]1. Reactants: CN(C=O)C (N,N-dimethylformamide), CC1CCNCC1 (4-methylpiperidine), ClC1=NC=NC(=C1)OCC#CC (4-chloro-6-(2-butynyloxy)pyrimidine), C([O-])([O-])=O.[K+].[K+] (potassium carbonate). Solvent: C(C)(=O)OCC (ethyl acetate). Run at temperature 80 celsius, time 4 hour. Product: C(C#CC)OC1=NC=NC(=C1)N1CCC(CC1)C (4-(2-butynyloxy)-6-(4-methylpiperidino) pyrimidine). Isolated yield 84.1%. As a reaction SMILES: CN(C)C=O.Cl[C:7]1[CH:12]=[C:11]([O:13][CH2:14][C:15]#[C:16][CH3:17])[N:10]=[CH:9][N:8]=1.C(=O)([O-])[O-].[K+].[K+].[CH3:24][CH:25]1[CH2:30][CH2:29][NH:28][CH2:27][CH2:26]1>C(OCC)(=O)C>[CH2:14]([O:13][C:11]1[CH:12]=[C:7]([N:28]2[CH2:29][CH2:30][CH:25]([CH3:24])[CH2:26][CH2:27]2)[N:8]=[CH:9][N:10]=1)[C:15]#[C:16][CH3:17] |f:2.3.4|. Procedure: Into 2 ml of N,N-dimethylformamide was resolved 183 mg of 4-chloro-6-(2-butynyloxy)pyrimidine, 166 mg of potassium carbonate and 99 mg of 4-methylpiperidine was added therein, and the mixture was stirred for 4 hours at 80° C. The reaction mixture was cooled to near room temperature, ethyl acetate was added therein, and the mixture was washed with a saturated sodium chloride aqueous solution three times. The organic layers were dried over anhydrous magnesium sulfate and concentrated. The residue ... The reactants are CC1CNCCN1, CO, COc1cccccc1=O. Yields the product CC1CN(c2cccccc2=O)CCN1. Reaction SMILES: [CH3:11][CH:12]1[NH:13][CH2:14][CH2:15][NH:16][CH2:17]1.[CH3:18][OH:19].[CH3:1][O:2][c:3]1[c:4](=[O:10])[cH:5][cH:6][cH:7][cH:8][cH:9]1>>[c:3]1([N:16]2[CH2:15][CH2:14][NH:13][CH:12]([CH3:11])[CH2:17]2)[c:4](=[O:10])[cH:5][cH:6][cH:7][cH:8][cH:9]1. Starting materials: CN(C)CCCCl, Cl, O=S(=O)(c1cccc(O)c1)n1ccc2cc(F)ccc21. Yields the product CN(C)CCCOc1cccc(S(=O)(=O)n2ccc3cc(F)ccc32)c1. As a reaction SMILES: [CH3:22][N:23]([CH2:24][CH2:25][CH2:26][Cl:27])[CH3:28].[ClH:21].[F:1][c:2]1[cH:3][c:4]2[cH:5][cH:6][n:7]([S:11](=[O:12])(=[O:13])[c:14]3[cH:15][c:16]([OH:20])[cH:17][cH:18][cH:19]3)[c:8]2[cH:9][cH:10]1>>[F:1][c:2]1[cH:3][c:4]2[cH:5][cH:6][n:7]([S:11](=[O:12])(=[O:13])[c:14]3[cH:15][c:16]([O:20][CH2:26][CH2:25][CH2:24][N:23]([CH3:22])[CH3:28])[cH:17][cH:18][cH:19]3)[c:8]2[cH:9][cH:10]1. Reactants: BrC1=C(C=CC(=N1)C(=O)NC=1C=NN(C1[C@@H]1CC[C@H]([C@@H](CO1)F)NC(OC(C)(C)C)=O)C)F (tert-butyl ((3S,4R,7S)-7-(4-(6-bromo-5-fluoropicolinamido)-1-methyl-1H-pyrazol-5-yl)-3-fluorooxepan-4-yl)carbamate), BrC1=C(C=CC(=N1)C(=O)NC=1C=NN(C1[C@@H]1CC[C@H]([C@@H](CO1)F)NC(OC(C)(C)C)=O)C)F (tert-butyl ((3S,4R,7S)-7-(4-(6-bromo-5-fluoropicolinamido)-1-methyl-1H-pyrazol-5-yl)-3-fluorooxepan-4-yl)carbamate), FC1=C(C=CC(=C1)OC)B(O)O ((2-fluoro-4-methoxyphenyl)boronic acid). Product: N[C@@H]1CC[C@H](OC[C@H]1F)C1=C(C=NN1C)NC(C1=NC(=C(C=C1)F)C1=C(C=C(C=C1)OC)F)=O (N-(5-((2S,5R,6S)-5-amino-6-fluorooxepan-2-yl)-1-methyl-1H-pyrazol-4-yl)-5-fluoro-6-(2-fluoro-4-methoxyphenyl)picolinamide). Reaction SMILES: Br[C:2]1[N:7]=[C:6]([C:8]([NH:10][C:11]2[CH:12]=[N:13][N:14]([CH3:32])[C:15]=2[C@H:16]2[O:22][CH2:21][C@@H:20]([F:23])[C@H:19]([NH:24]C(=O)OC(C)(C)C)[CH2:18][CH2:17]2)=[O:9])[CH:5]=[CH:4][C:3]=1[F:33].[F:34][C:35]1[CH:40]=[C:39]([O:41][CH3:42])[CH:38]=[CH:37][C:36]=1B(O)O>>[NH2:24][C@H:19]1[C@H:20]([F:23])[CH2:21][O:22][C@H:16]([C:15]2[N:14]([CH3:32])[N:13]=[CH:12][C:11]=2[NH:10][C:8](=[O:9])[C:6]2[CH:5]=[CH:4][C:3]([F:33])=[C:2]([C:36]3[CH:37]=[CH:38][C:39]([O:41][CH3:42])=[CH:40][C:35]=3[F:34])[N:7]=2)[CH2:17][CH2:18]1. Procedure: Following the procedure for Example 101 starting from tert-butyl ((3S,4R,7S)-7-(4-(6-bromo-5-fluoropicolinamido)-1-methyl-1H-pyrazol-5-yl)-3-fluorooxepan-4-yl)carbamate (Intermediate 103), and replacing 3,6-dihydro-2H-pyran-4-boronic acid pinacol ester with (2-fluoro-4-methoxyphenyl)boronic acid gave 226. 1H NMR (400 MHz, DMSO-d6) δ 10.12 (s, 1H), 8.18 (dd, J=8.6, 3.8 Hz, 1H), 8.03 (dd, J=9.6, 8.6 Hz, 1H), 7.88 (s, 1H), 7.69 (t, J=8.8 Hz, 1H), 7.04-6.95 (m, 2H), 4.83 (dd, J=10.5, 3.7 Hz, 1H), 4.... RXN SMILES: Cl.Cl.[O:3]1[C:8]2=[CH:9][CH:10]=[CH:11][C:7]2=[CH:6][C:5]([CH:12]2[CH2:17][CH2:16][CH2:15][CH2:14][N:13]2[CH2:18][CH2:19][C@H:20]2[CH2:25][CH2:24][C@H:23]([NH2:26])[CH2:22][CH2:21]2)=[CH:4]1.[N:27]1[C:36]2[C:31](=[CH:32][C:33]([C:37](O)=[O:38])=[CH:34][CH:35]=2)[CH:30]=[CH:29][CH:28]=1>>[O:3]1[C:8]2=[CH:9][CH:10]=[CH:11][C:7]2=[CH:6][C:5]([CH:12]2[CH2:17][CH2:16][CH2:15][CH2:14][N:13]2[CH2:18][CH2:19][C@H:20]2[CH2:21][CH2:22][C@H:23]([NH:26][C:37]([C:33]3[CH:32]=[C:31]4[C:36](=[CH:35][CH:34]=3)[N:27]=[CH:28][CH:29]=[CH:30]4)=[O:38])[CH2:24][CH2:25]2)=[CH:4]1 |f:0.1.2|. Procedure details: The title compound, yellow solid (106 mg, 88%), MS (ISP) m/z=482.4 [(M+H)+], mp 192° C., was prepared in accordance with the general method of example 1 from trans-4-[2-(4-benzofuran-3-yl-piperidin-1-yl)-ethyl]-cyclohexylamine dihydrochloride (intermediate A) (100 mg, 0.25 mmol) and quinoline-6-carboxylic acid. Starting materials: solid, Cl.Cl.O1C=C(C=C2C1=CC=C2)C2N(CCCC2)CC[C@@H]2CC[C@H](CC2)N (trans-4-[2-(4-benzofuran-3-yl-piperidin-1-yl)-ethyl]-cyclohexylamine dihydrochloride), Cl.Cl.O1C=C(C=C2C1=CC=C2)C2N(CCCC2)CC[C@@H]2CC[C@H](CC2)N (trans-4-[2-(4-benzofuran-3-yl-piperidin-1-yl)-ethyl]-cyclohexylamine dihydrochloride), N1=CC=CC2=CC(=CC=C12)C(=O)O (quinoline-6-carboxylic acid). The product is O1C=C(C=C2C1=CC=C2)C2N(CCCC2)CC[C@@H]2CC[C@H](CC2)NC(=O)C=2C=C1C=CC=NC1=CC2 (Quinoline-6-carboxylic acid trans-{4-[2-(4-benzofuran-3-yl-piperidin-1-yl)-ethyl]-cyclohexyl}-amide).